Dataset: the Open Reaction Database (ORD), a public repository of structured organic reaction records. Task: describe an organic reaction: reactants, conditions, products, and yield The reactants are [Br-].CN(CC[P+](C1=CC=CC=C1)(C1=CC=CC=C1)C1=CC=CC=C1)C ((2-dimethylaminoethyl)triphenylphosphonium bromide), C[Si](C)(C)[N-][Si](C)(C)C.[K+] (KHMDS), C(=O)C1=CC=C(C=C1)C=CC(=O)OC (3-(4-formylphenyl)acrylic acid, methyl ester). Solvent: CN(C)C=O (DMF). Run at time 12 hour. The product is CN(CC=CC1=CC=C(C=C1)/C=C/C(=O)OC)C ((E)-3-[4-(3-Dimethylaminopropenyl)phenyl]acrylic acid, methyl ester), CN(CC=CC1=CC=C(C=C1)/C=C/C(=O)O)C ((E)-3-[4-(3-Dimethylaminopropenyl)phenyl]acrylic Acid). The yield is 34.0%. RXN SMILES: [Br-].[CH3:2][N:3]([CH3:25])[CH2:4][CH2:5][P+](C1C=CC=CC=1)(C1C=CC=CC=1)C1C=CC=CC=1.C[Si]([N-][Si](C)(C)C)(C)C.[K+].[CH:36]([C:38]1[CH:43]=[CH:42][C:41]([CH:44]=[CH:45][C:46]([O:48][CH3:49])=[O:47])=[CH:40][CH:39]=1)=O>CN(C=O)C>[CH3:2][N:3]([CH3:25])[CH2:4][CH:5]=[CH:36][C:38]1[CH:43]=[CH:42][C:41](/[CH:44]=[CH:45]/[C:46]([O:48][CH3:49])=[O:47])=[CH:40][CH:39]=1.[CH3:2][N:3]([CH3:25])[CH2:4][CH:5]=[CH:36][C:38]1[CH:43]=[CH:42][C:41](/[CH:44]=[CH:45]/[C:46]([OH:48])=[O:47])=[CH:40][CH:39]=1 |f:0.1,2.3|. Procedure details: (E)-3-[4-(3-Dimethylaminopropenyl)phenyl]acrylic acid, methyl ester was prepared by the following way: (2-dimethylaminoethyl)triphenylphosphonium bromide (7.2 g, 17.4 mmol) in 30 mL of DMF was treated with KHMDS (27 mL, 1.01 equiv., 0.5 M in toluene) at −78° C. for one hour. At −40° C., 3-(4-formylphenyl)acrylic acid, methyl ester (2.54 g, 13.3 mmol, prepared according to the procedure of Syper, L.; Miochowski, J. Synthesis, 1984, 9, 747-752) was added dropwise. The resulting mixture was stirred...